This data is from the Open Reaction Database (ORD), a public repository of structured organic reaction records. The task is: describe an organic reaction: reactants, conditions, products, and yield The reactants are ice, Cl (HCl), O (H2O), C(C1=CC=CC=C1)OC=1C=C(C(CBr)=O)C=CC1 (3-benzyloxyphenacyl bromide), C(C)(C)N (iso-propylamine). The solvent is C(C)O (ethanol). Run at time 0.75 minute. Yields the product Cl.C(C1=CC=CC=C1)OC=1C=C(C=CC1)C(CNC(C)C)=O (3'-(benzyloxy)-2-isopropylamino-acetophenone hydrochloride). RXN SMILES: [CH2:1]([O:8][C:9]1[CH:10]=[C:11]([CH:16]=[CH:17][CH:18]=1)[C:12](=[O:15])[CH2:13]Br)[C:2]1[CH:7]=[CH:6][CH:5]=[CH:4][CH:3]=1.[CH:19]([NH2:22])([CH3:21])[CH3:20].[ClH:23].O>C(O)C>[ClH:23].[CH2:1]([O:8][C:9]1[CH:10]=[C:11]([C:12](=[O:15])[CH2:13][NH:22][CH:19]([CH3:21])[CH3:20])[CH:16]=[CH:17][CH:18]=1)[C:2]1[CH:7]=[CH:6][CH:5]=[CH:4][CH:3]=1 |f:5.6|. Procedure: In 425 ml of ethanol, 64 g of 3-benzyloxyphenacyl bromide and 212 ml of iso-propylamine are stirred at 5° C. under N2 atmosphere, and the temperature is allowed to rise to 12° C. After 0.75 minutes, the clear solution is poured into 2 liters of crushed ice containing 500 ml of concentrated HCl and 1.5 liters of H2O. The mixture is stirred for 20 minutes, filtered and the solid is washed with water to afford 3'-(benzyloxy)-2-isopropylamino-acetophenone hydrochloride, mp 213°-215° C. dec. A 5 g.-s... The reactants are Cl (hydrogen chloride), NCC(=O)N[C@@H](CCCCNC(=O)OCC1=CC=CC=C1)C(=O)O (Nα-Glycyl-Nε-carbobenzoxy-L-lysine), B(F)(F)F.CCOCC (boron trifluoride etherate). Solvent: CO (methanol), C(C)O (ethanol). Conditions: temperature 80 celsius. Product: Cl.COC([C@@H](NC(CN)=O)CCCCNC(=O)OCC1=CC=CC=C1)=O (Nα-glycyl-Nε-carbobenzoxy-L-lysine methyl ester hydrochloride), Cl (HCl). Reaction SMILES: [NH2:1][CH2:2][C:3]([NH:5][C@H:6]([C:22]([OH:24])=[O:23])[CH2:7][CH2:8][CH2:9][CH2:10][NH:11][C:12]([O:14][CH2:15][C:16]1[CH:21]=[CH:20][CH:19]=[CH:18][CH:17]=1)=[O:13])=[O:4].B(F)(F)F.[CH3:29]COCC.[ClH:34]>CO.C(O)C>[ClH:34].[CH3:29][O:23][C:22](=[O:24])[C@H:6]([CH2:7][CH2:8][CH2:9][CH2:10][NH:11][C:12]([O:14][CH2:15][C:16]1[CH:17]=[CH:18][CH:19]=[CH:20][CH:21]=1)=[O:13])[NH:5][C:3](=[O:4])[CH2:2][NH2:1].[ClH:34] |f:1.2,6.7|. Reported procedure: Nα-Glycyl-Nε-carbobenzoxy-L-lysine (10.1 g.) prepared by the method of Rao et al. (J. Biol. Chem., 198,507 1952) was dissolved in methanol (150 ml.) and treated with boron trifluoride etherate (30 ml.) and the mixture heated at 80°C for 25 hours. The solvent was removed in vacuo and the residual oil dissolved in water (100 ml.) and extracted with ether (2 × 50 ml.) and the extracts discarded. The aqueous solution was adjusted to pH 9.0 with 4N sodium hydroxide, saturated with sodium chloride and... Starting materials: N1[C@H](C(=O)O)CCC1.C(C1=CC=CC=C1)NC([C@@H](N)[C@@H](C)CC)=O (L-proline L-isoleucine benzylamide), C([O-])([O-])=O.[Cs+].[Cs+] (cesium carbonate), BrCC(=O)C1=CC2=CC=CC=C2C=C1 (2-bromo-2'-acetonaphthone). Solvent: C(C)#N (acetonitrile). Yields the product C1=C(C=CC2=CC=CC=C12)C(CN1[C@H](C(=O)N(C([C@@H](N)[C@@H](C)CC)=O)CC2=CC=CC=C2)CCC1)=O (L-isoleucine, N-[1-(2-naphth-2-yl-2-oxoethyl)-L-prolyl] benzylamide). Yield: 80.6%. As a reaction SMILES: [NH:1]1[CH2:8][CH2:7][CH2:6][C@H:2]1[C:3]([OH:5])=O.[CH2:9]([NH:16][C:17](=[O:24])[C@H:18]([C@H:20]([CH2:22][CH3:23])[CH3:21])[NH2:19])[C:10]1[CH:15]=[CH:14][CH:13]=[CH:12][CH:11]=1.C(=O)([O-])[O-].[Cs+].[Cs+].Br[CH2:32][C:33]([C:35]1[CH:44]=[CH:43][C:42]2[C:37](=[CH:38][CH:39]=[CH:40][CH:41]=2)[CH:36]=1)=[O:34]>C(#N)C>[CH:36]1[C:37]2[C:42](=[CH:41][CH:40]=[CH:39][CH:38]=2)[CH:43]=[CH:44][C:35]=1[C:33](=[O:34])[CH2:32][N:1]1[CH2:8][CH2:7][CH2:6][C@H:2]1[C:3]([N:16]([CH2:9][C:10]1[CH:15]=[CH:14][CH:13]=[CH:12][CH:11]=1)[C:17](=[O:24])[C@H:18]([C@H:20]([CH2:22][CH3:23])[CH3:21])[NH2:19])=[O:5] |f:0.1,2.3.4|. Procedure: Using the procedure described in example 5, treatment of L-proline-L-isoleucine benzylamide (296 mg, 0.93 mmol), with cesium carbonate (0.61 g, 1.87 mmol), and 2-bromo-2'-acetonaphthone (697 mg, 2.80 mmol, 3.0 eq) in acetonitrile (12 mL), provided 364 mg (80%) of L-isoleucine, N-[1-(2-naphth-2-yl-2-oxoethyl)-L-prolyl] benzylamide as a pale yellow oil. The reactants are C1=C(c2c[nH]c3ncccc23)CC2CCCN2C1, C1CCOC1, O=S(=O)(Cl)c1ccc2ccccc2c1. Product: O=S(=O)(c1ccc2ccccc2c1)n1cc(C2=CCN3CCCC3C2)c2cccnc21. RXN SMILES: [CH2:1]1[CH2:2][CH2:3][N:4]2[CH2:5][CH:6]=[C:7]([c:10]3[cH:11][nH:12][c:13]4[n:14][cH:15][cH:16][cH:17][c:18]34)[CH2:8][CH:9]12.[CH2:33]1[O:34][CH2:35][CH2:36][CH2:37]1.[cH:19]1[c:20]([S:29](=[O:30])(=[O:31])[Cl:32])[cH:21][cH:22][c:23]2[cH:24][cH:25][cH:26][cH:27][c:28]12>>[CH2:1]1[CH2:2][CH2:3][N:4]2[CH2:5][CH:6]=[C:7]([c:10]3[cH:11][n:12]([S:29]([c:20]4[cH:19][c:28]5[c:23]([cH:22][cH:21]4)[cH:24][cH:25][cH:26][cH:27]5)(=[O:30])=[O:31])[c:13]4[n:14][cH:15][cH:16][cH:17][c:18]34)[CH2:8][CH:9]12. Starting materials: 3S, C(C)(=O)OCC1CN(C2=CC(=C(C=C12)N)OCC1=CC=CC=C1)C(=O)OC(C)(C)C (3-acetoxymethyl-5-amino-6-benzyloxy-1-t-butoxycarbonylindoline), BrC(C(=O)OC)C (methyl 2-bromopropionate), CN(C1=CC=CC2=CC=CC(=C12)N(C)C)C (1,8-bis(dimethylamino)naphthalene). Procedure details: 4.95 g (12.0 mmole) of 3S)-3-acetoxymethyl-5-amino-6-benzyloxy-1-t-butoxycarbonylindoline, 1.61 ml (14.4 mmole) of methyl 2-bromopropionate, and 3.09 g (14.4 mmole) of 1,8-bis(dimethylamino)naphthalene were heated to reflux in 18 ml of benzene at 90° C. for 50 hours. The reaction mixture was diluted with benzene, washed with water and saturated brine, dried over anhydrous sodium sulfate, and filtered, followed by condensation to give a residue. The residue was then purified by silica gel column ... Solvent: C1=CC=CC=C1 (benzene), C1=CC=CC=C1 (benzene). Product: C(C)(=O)OC[C@@H]1CN(C2=CC(=C(C=C12)NC(C)C(=O)OC)OCC1=CC=CC=C1)C(=O)OC(C)(C)C ((3S)-3-acetoxymethyl-5-[1-(methoxycarbonyl)ethyl]amino-6-benzyloxy-1-t-butoxycarbonylindoline). RXN SMILES: [C:1]([O:4][CH2:5][CH:6]1[C:14]2[C:9](=[CH:10][C:11]([O:16][CH2:17][C:18]3[CH:23]=[CH:22][CH:21]=[CH:20][CH:19]=3)=[C:12]([NH2:15])[CH:13]=2)[N:8]([C:24]([O:26][C:27]([CH3:30])([CH3:29])[CH3:28])=[O:25])[CH2:7]1)(=[O:3])[CH3:2].Br[CH:32]([CH3:37])[C:33]([O:35][CH3:36])=[O:34].CN(C)C1C2C(=CC=CC=2N(C)C)C=CC=1>C1C=CC=CC=1>[C:1]([O:4][CH2:5][C@H:6]1[C:14]2[C:9](=[CH:10][C:11]([O:16][CH2:17][C:18]3[CH:23]=[CH:22][CH:21]=[CH:20][CH:19]=3)=[C:12]([NH:15][CH:32]([C:33]([O:35][CH3:36])=[O:34])[CH3:37])[CH:13]=2)[N:8]([C:24]([O:26][C:27]([CH3:30])([CH3:29])[CH3:28])=[O:25])[CH2:7]1)(=[O:3])[CH3:2]. The reactants are 34.2, C(C1=CC=CC=C1)Br (benzyl bromide), N1N=CN=C1 (1,2,4-triazole), C([O-])([O-])=O.[K+].[K+] (potassium carbonate). Run in C(C)#N (acetonitrile). Yields the product 21, C(C1=CC=CC=C1)N1N=CN=C1 (1-benzyl-1,2,4-triazole). RXN SMILES: [CH2:1](Br)[C:2]1[CH:7]=[CH:6][CH:5]=[CH:4][CH:3]=1.[NH:9]1[CH:13]=[N:12][CH:11]=[N:10]1.C(=O)([O-])[O-].[K+].[K+]>C(#N)C>[CH2:1]([N:9]1[CH:13]=[N:12][CH:11]=[N:10]1)[C:2]1[CH:7]=[CH:6][CH:5]=[CH:4][CH:3]=1 |f:2.3.4|. Procedure details: A mixture of 34.2 parts by weight of benzyl bromide, 13.8 parts by weight of 1,2,4-triazole and 41.4 parts by weight of potassium carbonate in 150 parts by weight of acetonitrile is refluxed for 10 hours while stirring. The mixture is filtered and the filtrate is evaporated to dryness and recrystallized from a mixture of toluene and cyclohexane. There is obtained 21 parts by weight of 1-benzyl-1,2,4-triazole; m.p.: 58° C. Reactants: C(C1=CC=CC=C1)OC(=O)NC(CCP(OCC)(OCC)=O)CCCCCCCCCCCC ((±)-Diethyl 3-(benzyloxycarbonylamino)pentadecylphosphonate), I[Si](C)(C)C (iodotrimethylsilane). Solvent: C(Cl)Cl (CH2Cl2). Conditions: time 1 hour. Product: NC(CCP(O)(O)=O)CCCCCCCCCCCC ((±)-3-(Amino)pentadecylphosphonic acid). Isolated yield 110.6%. RXN SMILES: C(OC([NH:11][CH:12]([CH2:23][CH2:24][CH2:25][CH2:26][CH2:27][CH2:28][CH2:29][CH2:30][CH2:31][CH2:32][CH2:33][CH3:34])[CH2:13][CH2:14][P:15](=[O:22])([O:19]CC)[O:16]CC)=O)C1C=CC=CC=1.I[Si](C)(C)C>C(Cl)Cl>[NH2:11][CH:12]([CH2:23][CH2:24][CH2:25][CH2:26][CH2:27][CH2:28][CH2:29][CH2:30][CH2:31][CH2:32][CH2:33][CH3:34])[CH2:13][CH2:14][P:15](=[O:16])([OH:22])[OH:19]. Procedure details: A solution of 100 mg (0.2 mmol) of (±)-diethyl 3-(benzyloxycarbonylamino)pentadecylphosphate (from Example 27, Step C) in 1 mL of CH2Cl2 was treated with 0.11 mL (0.8 mmol) of iodotrimethylsilane then stirred at rt for 1 h. The reaction was quenched with 1 mL of methanol, stirred at rt for 15 min then concentrated. The resulting oil was dissolved in 0.5 mL of EtOAc, diluted with 5 mL of hexanes and. sonicated for 1 min. The suspension was filtered and dried to give 68 mg of the title compound: 1... Starting materials: Mesyl anhydride, FC(C(=O)N1C(O[C@@H]([C@H]1CF)C1=CC=C(C=C1)C1=CN=C(S1)CO)(C)C)F (2,2-difluoro-1-((4S,5R)-4-(fluoromethyl)-5-(4-(2-(hydroxymethyl)thiazol-5-yl)phenyl)-2,2-dimethyl-oxazolidin-3-yl)ethanone), C(C)(C)N(CC)C(C)C (Diisopropylethylamine), CN (methylamine), N1=CC=CC=C1 (Pyridine), Cl (HCl). Reaction conditions: time 1 hour. Run in C(Cl)Cl (CH2Cl2), C(Cl)Cl (CH2Cl2), C(=O)(O)[O-].[Na+] (NaHCO3). As a reaction SMILES: [F:1][CH:2]([F:27])[C:3]([N:5]1[C@H:9]([CH2:10][F:11])[C@@H:8]([C:12]2[CH:17]=[CH:16][C:15]([C:18]3[S:22][C:21]([CH2:23]O)=[N:20][CH:19]=3)=[CH:14][CH:13]=2)[O:7][C:6]1([CH3:26])[CH3:25])=[O:4].[N:28]1C=CC=C[CH:29]=1.C(N(C(C)C)CC)(C)C.CN.Cl>C(Cl)Cl.C([O-])(O)=O.[Na+]>[F:1][CH:2]([F:27])[C:3]([N:5]1[C@H:9]([CH2:10][F:11])[C@@H:8]([C:12]2[CH:17]=[CH:16][C:15]([C:18]3[S:22][C:21]([CH2:23][NH:28][CH3:29])=[N:20][CH:19]=3)=[CH:14][CH:13]=2)[O:7][C:6]1([CH3:25])[CH3:26])=[O:4] |f:6.7|. Procedure: Mesyl anhydride (860 mg, 4.9 mmol) is added to 2,2-difluoro-1-((4S,5R)-4-(fluoromethyl)-5-(4-(2-(hydroxymethyl)thiazol-5-yl)phenyl)-2,2-dimethyl-oxazolidin-3-yl)ethanone (1.4 g, 3.5 mmol) in CH2Cl2 (35 mL). Pyridine (0.5 mL, 5.9 mmol) is added and stirred at room temperature for 1 hour. The reaction is diluted with CH2Cl2 (35 mL) and washed with water and brine. The organic phase is dried (Na2SO4) and concentrated under vacuum. The crude mesylate is dissolved in acetonitrile (10 mL) and transfer... Yield: 32.8%. The product is FC(C(=O)N1C(O[C@@H]([C@H]1CF)C1=CC=C(C=C1)C1=CN=C(S1)CNC)(C)C)F (2,2-difluoro-1-((4S,5R)-4-(fluoromethyl)-2,2-dimethyl-5-(4-(2-((methylamino)methyl)thiazol-5-yl)phenyl)oxazolidin-3-yl)ethanone). Starting materials: N(=NC(=O)OC(C)C)C(=O)OC(C)C (diisopropyl azodicarboxylate), OC[C@H](C)NC(OC(C)(C)C)=O (tert-butyl [(1S)-2-hydroxy-1-methylethyl]carbamate), C1(=CC=CC=C1)P(C1=CC=CC=C1)C1=CC=CC=C1 (triphenylphosphine), C1(CC1)COC1=CC2=C(CC(O2)C2=CC=C(C=N2)O)C=C1 (6-[6-(cyclopropylmethoxy)-2,3-dihydro-1-benzofuran-2-yl]pyridin-3-ol). The solvent is C1CCOC1 (THF), C1(=CC=CC=C1)C (toluene). Run at time 16 hour. Product: C1(CC1)COC1=CC2=C(CC(O2)C2=CC=C(C=N2)OC[C@H](C)NC(OC(C)(C)C)=O)C=C1 (tert-butyl [(1S)-2-({6-[6-(cyclopropylmethoxy)-2,3-dihydro-1-benzofuran-2-yl]pyridin-3-yl}oxy)-1-methylethyl]carbamate). The yield is 30.3%. Reaction SMILES: N(C(OC(C)C)=O)=NC(OC(C)C)=O.[OH:15][CH2:16][C@@H:17]([NH:19][C:20](=[O:26])[O:21][C:22]([CH3:25])([CH3:24])[CH3:23])[CH3:18].C1(P(C2C=CC=CC=2)C2C=CC=CC=2)C=CC=CC=1.[CH:46]1([CH2:49][O:50][C:51]2[CH:66]=[CH:65][C:54]3[CH2:55][CH:56]([C:58]4[N:63]=[CH:62][C:61](O)=[CH:60][CH:59]=4)[O:57][C:53]=3[CH:52]=2)[CH2:48][CH2:47]1>C1COCC1.C1(C)C=CC=CC=1>[CH:46]1([CH2:49][O:50][C:51]2[CH:66]=[CH:65][C:54]3[CH2:55][CH:56]([C:58]4[N:63]=[CH:62][C:61]([O:15][CH2:16][C@@H:17]([NH:19][C:20](=[O:26])[O:21][C:22]([CH3:25])([CH3:24])[CH3:23])[CH3:18])=[CH:60][CH:59]=4)[O:57][C:53]=3[CH:52]=2)[CH2:47][CH2:48]1. Procedure: A toluene solution (1.9 M, 0.474 mL) of diisopropyl azodicarboxylate was added dropwise to a solution of tert-butyl [(1S)-2-hydroxy-1-methylethyl]carbamate (158 mg), triphenylphosphine (236 mg) and 6-[6-(cyclopropylmethoxy)-2,3-dihydro-1-benzofuran-2-yl]pyridin-3-ol (170 mg) in THF (30 mL) at room temperature. The reaction mixture was stirred at room temperature for 16 hr, and the solvent was evaporated under reduced pressure. The residue was purified by silica gel column chromatography (hexane/... Reactants: N[C@@H](C)C=1N(C2=C(N1)C=CC(=C2C#N)F)C2=NC=CC=C2 (2-((S)-1-aminoethyl)-5-fluoro-3-pyridin-2-yl-3H-benzoimidazole-4-carbonitrile), NC1=NC(=C(C(=N1)Cl)C#N)C (2-amino-4-chloro-6-methylpyrimidine-5-carbonitrile), CCN(C(C)C)C(C)C (DIPEA). Solvent: CC(C)O (IPA). Reaction conditions: temperature 80 celsius, time 16 hour. Product: NC1=NC(=C(C(=N1)N[C@@H](C)C=1N(C2=C(N1)C=CC(=C2C#N)F)C2=NC=CC=C2)C#N)C (2-[(S)-1-(2-Amino-5-cyano-6-methyl-pyrimidin-4-ylamino)-ethyl]-5-fluoro-3-pyridin-2-yl-3H-benzoimidazole-4-carbonitrile), solid. The yield is 64.0%. RXN SMILES: [NH2:1][C@H:2]([C:4]1[N:5]([C:16]2[CH:21]=[CH:20][CH:19]=[CH:18][N:17]=2)[C:6]2[C:12]([C:13]#[N:14])=[C:11]([F:15])[CH:10]=[CH:9][C:7]=2[N:8]=1)[CH3:3].[NH2:22][C:23]1[N:28]=[C:27](Cl)[C:26]([C:30]#[N:31])=[C:25]([CH3:32])[N:24]=1.CCN(C(C)C)C(C)C>CC(O)C>[NH2:22][C:23]1[N:28]=[C:27]([NH:1][C@H:2]([C:4]2[N:5]([C:16]3[CH:21]=[CH:20][CH:19]=[CH:18][N:17]=3)[C:6]3[C:12]([C:13]#[N:14])=[C:11]([F:15])[CH:10]=[CH:9][C:7]=3[N:8]=2)[CH3:3])[C:26]([C:30]#[N:31])=[C:25]([CH3:32])[N:24]=1. Procedure details: A mixture of 2-((S)-1-aminoethyl)-5-fluoro-3-pyridin-2-yl-3H-benzoimidazole-4-carbonitrile (0.085 g, 0.240 mmol), 2-amino-4-chloro-6-methylpyrimidine-5-carbonitrile (0.057 g, 0.335 mmol) and DIPEA (0.17 mL, 0.960 mmol) in IPA (1.5 mL) was stirred at 80° C. in a sealed microwave tube for 16 hours. After cooling, the mixture was concentrated in vacuo and the residue was purified by chromatography (Si—PPC, gradient 0-8% 2M NH3/MeOH in DCM) to give 368 as an off white solid (0.064 g, 64%). LCMS (Met...